describe an organic reaction: reactants, conditions, products, and yield From a dataset of the Open Reaction Database (ORD), a public repository of structured organic reaction records. Reactants: BrC1=CC2=C(SC3=C(C(C2(O)C)C)C=CC=C3)C=C1 (2-bromo-10,11-dimethyl-11-hydroxy-10,11-dihydro-dibenz[b,f]thiepine). The solvent is S(O)(O)(=O)=O (sulfuric acid). Product: BrC1=CC2=C(SC3=C(C(=C2C)C)C=CC=C3)C=C1 (2-Bromo-10,11-dimethyl-dibenz[b,f]thiepine). Reaction SMILES: [Br:1][C:2]1[CH:19]=[CH:18][C:5]2[S:6][C:7]3[CH:17]=[CH:16][CH:15]=[CH:14][C:8]=3[CH:9]([CH3:13])[C:10]([CH3:12])(O)[C:4]=2[CH:3]=1>S(=O)(=O)(O)O>[Br:1][C:2]1[CH:19]=[CH:18][C:5]2[S:6][C:7]3[CH:17]=[CH:16][CH:15]=[CH:14][C:8]=3[C:9]([CH3:13])=[C:10]([CH3:12])[C:4]=2[CH:3]=1. Procedure details: A suspension of 7.7 g of 2-bromo-10,11-dimethyl-11-hydroxy-10,11-dihydro-dibenz[b,f]thiepine in 40 ml of 20% sulfuric acid is refluxed for 36 hours, with rapid stirring. The mixture is then cooled and extracted with three times 50 ml of ether. The ether extracts are combined, washed with water until neutral, dried over magnesium sulfate and evaporated to dryness under reduced pressure. The residue is dissolved in 32 ml of 20% ethanolic potassium hydroxide solution and the solution is refluxed fo...